This data is from the Open Reaction Database (ORD), a public repository of structured organic reaction records. The task is: describe an organic reaction: reactants, conditions, products, and yield Starting materials: ClC1=CC2=C(N=C(N2)SCC2=NC=CC(=C2C)OC)C=C1Cl (5,6-dichloro-2-[[(4-methoxy-3-methyl-2-pyridyl)methyl]thio]benzimidazole), C([O-])([O-])=O.[K+].[K+] (potassium carbonate), C([O-])(O)=O.[Na+] (sodium bicarbonate), ClC1=CC(=CC=C1)C(=O)OO (m-chloroperbenzoic acid). Solvent: C(Cl)Cl (methylene chloride), CO (methanol), O (water). The product is ClC1=CC2=C(N=C(N2)S(=O)CC2=NC=CC(=C2C)OC)C=C1Cl (5,6-dichloro-2-[[(4-methoxy-3-methyl-2-pyridyl)methyl]sulfinyl]benzimidazole). Reaction SMILES: [Cl:1][C:2]1[C:21]([Cl:22])=[CH:20][C:5]2[N:6]=[C:7]([S:9][CH2:10][C:11]3[C:16]([CH3:17])=[C:15]([O:18][CH3:19])[CH:14]=[CH:13][N:12]=3)[NH:8][C:4]=2[CH:3]=1.C(=O)([O-])[O-:24].[K+].[K+].ClC1C=CC=C(C(OO)=O)C=1.C(=O)(O)[O-].[Na+]>C(Cl)Cl.CO.O>[Cl:1][C:2]1[C:21]([Cl:22])=[CH:20][C:5]2[N:6]=[C:7]([S:9]([CH2:10][C:11]3[C:16]([CH3:17])=[C:15]([O:18][CH3:19])[CH:14]=[CH:13][N:12]=3)=[O:24])[NH:8][C:4]=2[CH:3]=1 |f:1.2.3,5.6|. Procedure: A solution of 1.0 g of 5,6-dichloro-2-[[(4-methoxy-3-methyl-2-pyridyl)methyl]thio]benzimidazole in 150 ml of methylene chloride and 30 ml of methanol was treated with 0.5 g of potassium carbonate. 0.6 g of m-chloroperbenzoic acid was added thereto at -30° while stirring, whereupon the solution was stirred for an additional 5 minutes and subsequently poured into a mixture of 20 ml of saturated sodium bicarbonate solution and 20 ml of water. The separated organic phase was dried over sodium sulfat... Reactants: C(C(C(F)(F)F)(F)F)(C(S(=O)(=O)F)(F)F)(F)F, C1[C@H]([C@H]2[C@@H]([C@@]1(COC(=O)C)O)OC(O2)(C)C)N1C(c2c(C1=O)cccc2)=O. The reagents and catalysts are c1ccc(cc1)-c2c3ccccc3cc4ccccc24 (9-Phenylanthracene). The solvent is C1CCOC1 (THF). Conditions: temperature 25 celsius, time 18 hour. Product: CC(=O)OC[C@@]1(F)C[C@H]([C@@H]2OC(C)(C)O[C@H]12)N3C(=O)c4ccccc4C3=O. RXN SMILES: [CH3:1][C:2]([O:4][CH2:5][C@:6]1([C@H:15]([C@@H:9]2[C@H:8]([N:16]3[C:25](=[O:26])[c:24]([c:19]4[C:17]3=[O:18])[cH:23][cH:22][cH:21][cH:20]4)[CH2:7]1)[O:14][C:11]([CH3:13])([CH3:12])[O:10]2)O)=[O:3].[F:27]C(C(C(C(S(F)(=O)=O)(F)F)(F)F)(F)F)(F)F>>[CH3:1][C:2]([O:4][CH2:5][C@@:6]1([C@H:15]([C@@H:9]2[C@H:8]([N:16]3[C:25](=[O:26])[c:24]([c:19]4[C:17]3=[O:18])[cH:23][cH:22][cH:21][cH:20]4)[CH2:7]1)[O:14][C:11]([CH3:13])([CH3:12])[O:10]2)[F:27])=[O:3]. Starting materials: S(=O)(=O)(C1=CC=C(C)C=C1)Cl (Tosyl chloride), FC=1C=C(C=C(C1)F)CCCO (3-(3,5-difluorophenyl)propanol), [N-]=[N+]=[N-].[Na+] (sodium azide), ice water. Solvent: N1=CC=CC=C1 (pyridine), O (water). Conditions: time 2 hour. The product is FC=1C=C(C=C(C1)F)CCCN=[N+]=[N-] (3-(3,5-Difluorophenyl)propyl azide). Yield: 83.5%. As a reaction SMILES: S(Cl)(C1C=CC(C)=CC=1)(=O)=O.[F:12][C:13]1[CH:14]=[C:15]([CH2:20][CH2:21][CH2:22]O)[CH:16]=[C:17]([F:19])[CH:18]=1.[N-:24]=[N+:25]=[N-:26].[Na+]>N1C=CC=CC=1.O>[F:12][C:13]1[CH:14]=[C:15]([CH2:20][CH2:21][CH2:22][N:24]=[N+:25]=[N-:26])[CH:16]=[C:17]([F:19])[CH:18]=1 |f:2.3|. Procedure details: Tosyl chloride (0.0814 mol) was added to a cooled (0°) solution of 3-(3,5-difluorophenyl)propanol (0.0407 mol) in pyridine (75 ml). The reaction was stirred 2 hours at 25°, then it was poured into ice/water and extracted into ethyl ether. The ethereal extracts were washed with 3N aqueous hydrogen chloride and water, then were dried over sodium sulfate and concentrated. The residue was dissolved in dimethylformamide (75 ml) and sodium azide (0.0814 mol) was added. The reaction was stirred 8 hours... The reactants are C(#N)C1=CC(=C2C(=N1)N(C(=N2)CC)CC2=CC=C(C=C2)C2=C(C=CC=C2)C2=NN=NN2)C (5-Cyano-2-ethyl-7-methyl-3-(2'-(tetrazol-5-yl)biphen-4-yl)methyl-3H-imidazo[4,5-b]pyridine), [Br-] (bromide), C1CCOC1 (THF), CC(=O)O (HOAc). Reaction conditions: temperature 50 celsius, time 6 hour. Product: C(C)(=O)C1=CC(=C2C(=N1)N(C(=N2)CC)CC2=CC=C(C=C2)C2=C(C=CC=C2)C2=NN=NN2)C (5-Acetyl-2-ethyl-7-methyl-3-(2'-(tetrazol-5-yl)biphen-4-yl)methyl-3H-imidazo[4.5-b]pyridine). RXN SMILES: C(C1[N:8]=[C:7]2[N:9]([CH2:14][C:15]3[CH:20]=[CH:19][C:18]([C:21]4[CH:26]=[CH:25][CH:24]=[CH:23][C:22]=4[C:27]4[NH:31][N:30]=[N:29][N:28]=4)=[CH:17][CH:16]=3)[C:10]([CH2:12][CH3:13])=[N:11][C:6]2=[C:5]([CH3:32])[CH:4]=1)#N.[Br-].[CH3:34][C:35]([OH:37])=O.[CH2:38]1COCC1>>[C:35]([C:34]1[N:8]=[C:7]2[N:9]([CH2:14][C:15]3[CH:20]=[CH:19][C:18]([C:21]4[CH:26]=[CH:25][CH:24]=[CH:23][C:22]=4[C:27]4[NH:31][N:30]=[N:29][N:28]=4)=[CH:17][CH:16]=3)[C:10]([CH2:12][CH3:13])=[N:11][C:6]2=[C:5]([CH3:32])[CH:4]=1)(=[O:37])[CH3:38]. Procedure details: To 5-Cyano-2-ethyl-7-methyl-3-(2'-(tetrazol-5-yl)biphen-4-yl)methyl-3H-imidazo[4,5-b]pyridine (137 mg) at 0° C. in THF (5 mL) was added methylmagne slum bromide (0.70 mL, 3M/ether). After stirring for 6 hour, 10 % aqueous HOAc was added, the mixture was heated to 50° C. for 10 minutes then extracted w ith EtOAc. Purification (SiO2, 93/3/4 CH2Cl2 /MeOH/HOAc) gave 40 mg of the title compound. 1H NMR (300 MHz, CD3OD) 7.88 (s, 1H), 7.67-7.60 (m, 2 H), 7.58-7.50 (m, 2 H), 7.28-7.05 (AB quartet, 4H), ... Reactants: ice, COC(C(=O)O)C1=CC=C(C=C1)C=1OC(=NN1)C (2-methoxy-2-(4-(5-methyl-1,3,4-oxadiazol-2-yl)phenyl)acetic acid), C(C)(C)N(CC)C(C)C (diisopropylethylamine), COCCN(CCOC)S(F)(F)F (bis(2-methoxyethyl)aminosulfur trifluoride), N,0-dimethylhydroxylamine hydrochloride. The solvent is C(Cl)Cl (CH2Cl2). Run at time 45 minute. Product: CON(C(C(C1=CC=C(C=C1)C=1OC(=NN1)C)OC)=O)C (N,2-dimethoxy-N-methyl-2-(4-(5-methyl-1,3,4-oxadiazol-2-yl)phenyl)acetamide). Yield: 26.0%. RXN SMILES: [CH3:1][O:2][CH:3]([C:7]1[CH:12]=[CH:11][C:10]([C:13]2[O:14][C:15]([CH3:18])=[N:16][N:17]=2)=[CH:9][CH:8]=1)[C:4]([OH:6])=O.C([N:22]([CH:25](C)C)CC)(C)C.[CH3:28][O:29]CCN(S(F)(F)F)CCOC>C(Cl)Cl>[CH3:28][O:29][N:22]([CH3:25])[C:4](=[O:6])[CH:3]([O:2][CH3:1])[C:7]1[CH:12]=[CH:11][C:10]([C:13]2[O:14][C:15]([CH3:18])=[N:16][N:17]=2)=[CH:9][CH:8]=1. Reported procedure: To an ice-cold solution of 2-methoxy-2-(4-(5-methyl-1,3,4-oxadiazol-2-yl)phenyl)acetic acid (6.8 g, 27.4 mmol) in anhydrous CH2Cl2 (270 mL) and diisopropylethylamine (17 mL, 97 mmol) under argon was added bis(2-methoxyethyl)aminosulfur trifluoride (5.6 mL, 30.3 mmol) dropwise. After stirring over an ice bath for 45 min, N,0-dimethylhydroxylamine hydrochloride (3.40 g, 34.8 mmol) was added in three aliquots over a period of 15 min. The mixture was stirred for 15 min then the ice bath was removed.... The reactants are [BH4-], CCOC(=O)c1ccnc(CC)c1, CCO, ClCCl, [Na+]. The product is CCc1cc(CO)ccn1. As a reaction SMILES: [BH4-:1].[CH2:3]([CH3:4])[c:5]1[n:6][cH:7][cH:8][c:9]([C:11](=[O:12])[O:13][CH2:14][CH3:15])[cH:10]1.[CH3:16][CH2:17][OH:18].[Cl:19][CH2:20][Cl:21].[Na+:2]>>[CH2:3]([CH3:4])[c:5]1[n:6][cH:7][cH:8][c:9]([CH2:11][OH:12])[cH:10]1.